This data is from the Open Reaction Database (ORD), a public repository of structured organic reaction records. The task is: describe an organic reaction: reactants, conditions, products, and yield Starting materials: CCOC(C)=O, [Cl-], [N-]=[N+]=[N-], [NH4+], [Na+], O, Cc1ccc(S(=O)(=O)Cl)cc1, OCC(O)COCc1cccc2ccccc12, c1ccncc1. Product: [N-]=[N+]=NCC(O)COCc1cccc2ccccc12. As a reaction SMILES: [CH3:41][CH2:42][O:43][C:44](=[O:45])[CH3:46].[Cl-:33].[N-:30]=[N+:31]=[N-:32].[NH4+:34].[Na+:29].[OH2:47].[S:18]([Cl:19])([c:20]1[cH:21][cH:22][c:23]([CH3:24])[cH:25][cH:26]1)(=[O:27])=[O:28].[c:1]1([CH2:11][O:12][CH2:13][CH:14]([OH:15])[CH2:16][OH:17])[cH:2][cH:3][cH:4][c:5]2[cH:6][cH:7][cH:8][cH:9][c:10]12.[cH:35]1[cH:36][cH:37][n:38][cH:39][cH:40]1>>[c:1]1([CH2:11][O:12][CH2:13][CH:14]([OH:15])[CH2:16][N:30]=[N+:31]=[N-:32])[cH:2][cH:3][cH:4][c:5]2[cH:6][cH:7][cH:8][cH:9][c:10]12. The reactants are ClC=1C=C(C(N(N1)C)=O)NC1=NC=C(C(=O)O)C=C1 (6-(6-chloro-2-methyl-3-oxo-2,3-dihydropyridazin-4-ylamino)nicotinic acid), CCN(C(C)C)C(C)C (DIEA), C(C(=O)Cl)(=O)Cl (Oxalyl chloride), N1CCC1 (azetidine). Solvent: ClCCl (dichloromethane), CN(C)C=O (DMF), ClCCl (dichloromethane). Reaction conditions: time 2 hour. Yields the product N1(CCC1)C(=O)C=1C=CC(=NC1)NC=1C(N(N=C(C1)Cl)C)=O (4-[5-(azetidine-1-carbonyl)-pyridin-2-ylamino]-6-chloro-2-methyl-2H-pyridazin-3-one). Yield: 127.4%. As a reaction SMILES: [Cl:1][C:2]1[CH:3]=[C:4]([NH:10][C:11]2[CH:19]=[CH:18][C:14]([C:15]([OH:17])=O)=[CH:13][N:12]=2)[C:5](=[O:9])[N:6]([CH3:8])[N:7]=1.C(Cl)(=O)C(Cl)=O.[NH:26]1[CH2:29][CH2:28][CH2:27]1.CCN(C(C)C)C(C)C>ClCCl.CN(C=O)C>[N:26]1([C:15]([C:14]2[CH:18]=[CH:19][C:11]([NH:10][C:4]3[C:5](=[O:9])[N:6]([CH3:8])[N:7]=[C:2]([Cl:1])[CH:3]=3)=[N:12][CH:13]=2)=[O:17])[CH2:29][CH2:28][CH2:27]1. Procedure details: 6-(6-chloro-2-methyl-3-oxo-2,3-dihydropyridazin-4-ylamino)nicotinic acid (100 mg, 356 μmol, Eq: 1.00) was suspended in dichloromethane. Oxalyl chloride (67.8 mg, 46.8 μl, 534 μmol, Eq: 1.5) was added followed by a drop of DMF (10 μl) and the reaction mixture was stirred for 2 hr at room temperature. The reaction mixture was concentrated. The acid chloride was used as is for the next step. It was dissolved in dichloromethane (10 ml). To that was added azetidine (20.3 mg, 24.0 μl, 356 μmol, Eq: 1.... Reactants: CNC (dimethylamine), Cl (hydrochloric acid), 136.1, CN(C(SC1=C(C=CC(=C1)OCCC(C)C)CCC)=O)C (S-5-(3-methylbutoxy)-2-propylphenyl N,N-dimethylthiocarbamate), [OH-].[K+] (potassium hydroxide). Solvent: O (water), C(COCCO)O (digol). Product: CC(CCOC=1C=CC(=C(C1)S)CCC)C (5-(3-Methylbutoxy)-2-propylthiophenol). As a reaction SMILES: CN(C)C(=O)[S:4][C:5]1[CH:10]=[C:9]([O:11][CH2:12][CH2:13][CH:14]([CH3:16])[CH3:15])[CH:8]=[CH:7][C:6]=1[CH2:17][CH2:18][CH3:19].[OH-].[K+].CNC.Cl>O.C(O)COCCO>[CH3:15][CH:14]([CH3:16])[CH2:13][CH2:12][O:11][C:9]1[CH:8]=[CH:7][C:6]([CH2:17][CH2:18][CH3:19])=[C:5]([SH:4])[CH:10]=1 |f:1.2|. Reported procedure: A solution of 136.1 parts of S-5-(3-methylbutoxy)-2-propylphenyl N,N-dimethylthiocarbamate and 280 parts of potassium hydroxide in 1000 parts of digol was stirred under nitrogen at 120° - 130° for 9 hours, after which no dimethylamine could be detected in the effluent nitrogen. The mixture was cooled, poured into 8000 parts of water and the resulting solution was acidified to pH 1 with hydrochloric acid. The mixture was extracted with ether and the latter was washed with water, dried over magnes...